This data is from the Open Reaction Database (ORD), a public repository of structured organic reaction records. The task is: describe an organic reaction: reactants, conditions, products, and yield Reactants: Cl.C(C)(=O)OCC (HCl ethyl acetate), N1C(NC2=C1C=CC=C2)=C(C(=O)C=2C=C(C=CC2)S(=O)(=O)NC(C(C)(C)O)=N)C(=O)C2=CC(=NC=C2)OC (N-({3-[2-(1,3-dihydro-2H-benzimidazol-2-ylidene)-3-(2-methoxypyridin-4-yl)-3-oxopropanoyl]phenyl}sulfonyl)-2-hydroxy-2-methylpropanimidamide). The solvent is CCO.O1CCOCC1 (EtOH dioxane). Run at time 1 hour. Yields the product N1C(NC2=C1C=CC=C2)=C(C(=O)C=2C=C(C=CC2)S(=O)(=O)NC(C(C)(C)O)=N)C(C2=CC(NC=C2)=O)=O (N-({3-[2-(1,3-dihydro-2H-benzimidazol-2-ylidene)-3-oxo-3-(2-oxo-1,2-dihydropyridin-4-yl)propanoyl]phenyl}sulfonyl)-2-hydroxy-2-methylpropanimidamide). The yield is 14.6%. RXN SMILES: Cl.C(OCC)(=O)C.[NH:8]1[C:12]2[CH:13]=[CH:14][CH:15]=[CH:16][C:11]=2[NH:10][C:9]1=[C:17]([C:36]([C:38]1[CH:43]=[CH:42][N:41]=[C:40]([O:44]C)[CH:39]=1)=[O:37])[C:18]([C:20]1[CH:21]=[C:22]([S:26]([NH:29][C:30](=[NH:35])[C:31]([OH:34])([CH3:33])[CH3:32])(=[O:28])=[O:27])[CH:23]=[CH:24][CH:25]=1)=[O:19]>CCO.O1CCOCC1>[NH:8]1[C:12]2[CH:13]=[CH:14][CH:15]=[CH:16][C:11]=2[NH:10][C:9]1=[C:17]([C:36](=[O:37])[C:38]1[CH:43]=[CH:42][NH:41][C:40](=[O:44])[CH:39]=1)[C:18]([C:20]1[CH:21]=[C:22]([S:26]([NH:29][C:30](=[NH:35])[C:31]([OH:34])([CH3:32])[CH3:33])(=[O:27])=[O:28])[CH:23]=[CH:24][CH:25]=1)=[O:19] |f:0.1,3.4|. Procedure: Under ice cooling, 4 N—HCl/ethyl acetate (0.09 mL) was added to an EtOH/dioxane (2/1) mixed solution (4 mL) of N-({3-[2-(1,3-dihydro-2H-benzimidazol-2-ylidene)-3-(2-methoxypyridin-4-yl)-3-oxopropanoyl]phenyl}sulfonyl)-2-hydroxy-2-methylpropanimidamide (127 mg), followed by stirring for 1 hour. The reaction mixture was concentrated under reduced pressure. An aqueous sodium hydrogencarbonate solution was added to the resulting residue, followed by extraction with ethyl acetate and concentration un... Reactants: CS(=O)(=O)C1=NN=C(S1)N=C=O (5-methylsulfonyl-1,3,4-thiadiazol-2-yl isocyanate), dimethyl acetal, CNCC=O (2-methylaminoacetaldehyde). Solvent: C1=CC=CC=C1 (benzene), C1=CC=CC=C1 (benzene). Product: dimethyl acetal, CN(C(=O)NC=1SC(=NN1)S(=O)(=O)C)CC=O (2-[1-methyl-3-(5-methylsulfonyl-1,3,4-thiadiazol-2 -yl)ureido]acetaldehyde). Reaction SMILES: [CH3:1][S:2]([C:5]1[S:9][C:8]([N:10]=[C:11]=[O:12])=[N:7][N:6]=1)(=[O:4])=[O:3].[CH3:13][NH:14][CH2:15][CH:16]=[O:17]>C1C=CC=CC=1>[CH3:13][N:14]([CH2:15][CH:16]=[O:17])[C:11]([NH:10][C:8]1[S:9][C:5]([S:2]([CH3:1])(=[O:4])=[O:3])=[N:6][N:7]=1)=[O:12]. Procedure details: A mixture of 5-methylsulfonyl-1,3,4-thiadiazol-2-yl isocyanate dimer (0.05 mole), the dimethyl acetal of 2-methylaminoacetaldehyde (0.1 mole) and benzene (60 ml) are charged into a glass reaction vessel equipped with a mechanical stirrer and reflux condenser. The reaction mixture is heated at reflux for a period of about 15 minutes. After this time the mixture is stripped of benzene under reduced pressure to yield a solid product as the residue. The residue is then recrystallized to yield the de... Reactants: CO, COc1cc2c(cc1Cl)C(C)CN(C(=O)C(F)(F)F)CC2, [Na+], [OH-], O. Yields the product COc1cc2c(cc1Cl)C(C)CNCC2. Reaction SMILES: [CH3:24][OH:25].[F:1][C:2]([F:3])([F:4])[C:20]([N:5]1[CH2:6][CH2:7][c:8]2[c:9]([cH:13][c:14]([Cl:19])[c:15]([O:17][CH3:18])[cH:16]2)[CH:10]([CH3:12])[CH2:11]1)=[O:21].[Na+:23].[OH-:22].[OH2:26]>>[NH:5]1[CH2:6][CH2:7][c:8]2[c:9]([cH:13][c:14]([Cl:19])[c:15]([O:17][CH3:18])[cH:16]2)[CH:10]([CH3:12])[CH2:11]1. Starting materials: C(=O)(C(F)(F)F)O (TFA), N1C(=NC2=C1C=CC=C2)C2=NN(C1=CC=C(C=C21)C2=CC(=CC=C2)S(=O)(=O)C)C2OCCCC2 (3-(1H-benzo[d]imidazol-2-yl)-5-(3-(methylsulfonyl)phenyl)-1-(tetrahydro-2H-pyran-2-yl)-1H-indazole). The solvent is C(Cl)Cl (CH2Cl2). Reaction conditions: time 24 hour. Yields the product N1C(=NC2=C1C=CC=C2)C2=NNC1=CC=C(C=C21)C2=CC(=CC=C2)S(=O)(=O)C (3-(1H-benzo[d]imidazol-2-yl)-5-(3-(methylsulfonyl)phenyl)-1H-indazole). Isolated yield 68.7%. As a reaction SMILES: C(O)(C(F)(F)F)=O.[NH:8]1[C:12]2[CH:13]=[CH:14][CH:15]=[CH:16][C:11]=2[N:10]=[C:9]1[C:17]1[C:25]2[C:20](=[CH:21][CH:22]=[C:23]([C:26]3[CH:31]=[CH:30][CH:29]=[C:28]([S:32]([CH3:35])(=[O:34])=[O:33])[CH:27]=3)[CH:24]=2)[N:19](C2CCCCO2)[N:18]=1>C(Cl)Cl>[NH:10]1[C:11]2[CH:16]=[CH:15][CH:14]=[CH:13][C:12]=2[N:8]=[C:9]1[C:17]1[C:25]2[C:20](=[CH:21][CH:22]=[C:23]([C:26]3[CH:31]=[CH:30][CH:29]=[C:28]([S:32]([CH3:35])(=[O:34])=[O:33])[CH:27]=3)[CH:24]=2)[NH:19][N:18]=1. Reported procedure: TFA (0.5 mL, 6.490 mmol) was added to a solution 3-(1H-benzo[d]imidazol-2-yl)-5-(3-(methylsulfonyl)phenyl)-1-(tetrahydro-2H-pyran-2-yl)-1H-indazole (7 mg, 0.015 mmol) in CH2Cl2 (4 mL). The reaction mixture was stirred at room temperature for 24 h, and then the solvent was removed in vacuo. Purification by flash chromatography (6% CH3OH/CH2Cl2) afforded the title compound (4 mg) as an off-white solid. 1H NMR (400 MHz, CD3OD): δ 8.84 (s, 1H), 8.39 (m, 1H), 7.17 (m, 1H), 7.95 (m, 1H), 7.85 (m, 2H),... Reactants: C(C1=CC=CC=C1)N1C(CN(CC1)C(=O)OC(C)(C)C)=S (1-benzyl-4-(tert-butyloxycarbonyl)piperazin-2-thione), FC(C(=O)O)(F)F (trifluoroacetic acid). Run in C(Cl)Cl (CH2Cl2). Reaction conditions: time 2 hour. Yields the product C(C1=CC=CC=C1)N1C(CNCC1)=S (1-Benzylpiperazin-2-thione). Isolated yield 86.5%. RXN SMILES: [CH2:1]([N:8]1[CH2:13][CH2:12][N:11](C(OC(C)(C)C)=O)[CH2:10][C:9]1=[S:21])[C:2]1[CH:7]=[CH:6][CH:5]=[CH:4][CH:3]=1.FC(F)(F)C(O)=O>C(Cl)Cl>[CH2:1]([N:8]1[CH2:13][CH2:12][NH:11][CH2:10][C:9]1=[S:21])[C:2]1[CH:3]=[CH:4][CH:5]=[CH:6][CH:7]=1. Procedure details: To a solution of 1-benzyl-4-(tert-butyloxycarbonyl)piperazin-2-thione (925 mg, 3.02 mmol) in CH2Cl2 (25 mL) was added trifluoroacetic acid (2.5 mL). The mixture was stirred at room temperature, under nitrogen, for 2 h. The solvent was evaporated and the residue azeotroped with toluene (2×10 mL). The residue was partitioned between CH2Cl2 (2×50 mL) and Na2CO3 solution (10% (w/v), 40 mL). The combined organic layers were dried Na2SO4) and evaporated. The residue was chromatographed on silica, elut... Starting materials: [OH-].[Na+] (sodium hydroxide), CC(CC(C)C)C1=C(N)C=CC=C1 (2-(1,3-dimethylbutyl)aniline), Br (hydrobromic acid), N(=O)[O-].[Na+] (sodium nitrite). Reagents/catalysts: [Cu] (copper). Solvent: O (water), C(C)(=O)O (acetic acid). Reaction conditions: time 1.5 hour. Yields the product BrC1=C(C=CC=C1)C(CC(C)C)C (1-Bromo-2-(1,3-dimethylbutyl)benzene). Reaction SMILES: [CH3:1][CH:2]([C:7]1[CH:13]=[CH:12][CH:11]=[CH:10][C:8]=1N)[CH2:3][CH:4]([CH3:6])[CH3:5].[BrH:14].N([O-])=O.[Na+].[OH-].[Na+]>C(O)(=O)C.[Cu].O>[Br:14][C:8]1[CH:10]=[CH:11][CH:12]=[CH:13][C:7]=1[CH:2]([CH3:1])[CH2:3][CH:4]([CH3:6])[CH3:5] |f:2.3,4.5|. Procedure: 28.4 g of 2-(1,3-dimethylbutyl)aniline in 134.9 g (667 mmol) of 40 percent hydrobromic acid in glacial acetic acid at 10° C. are admixed with 12.5 g (181 mmol) of sodium nitrite in portions with stirring within 1.5 h. Thereafter, 0.5 g of copper powder is added and the mixture is boiled under reflux for 1 h hour. Subsequently, 120 ml of water and sodium hydroxide solution are added until pH 12 is attained, and the organic phase is removed, washed with dilute hydrochloric acid and concentrated by... Starting materials: C(=NC1CCCCC1)=NC1CCCCC1, NC(=O)N(C1CCCCC1)C1CCCCC1, NNc1ccc(Cl)nn1, ClCCl, O=C(O)Cc1ccc2ncccc2c1. The product is O=C(Cc1ccc2ncccc2c1)NNc1ccc(Cl)nn1. As a reaction SMILES: [CH:24]1([N:25]=[C:26]=[N:27][CH:28]2[CH2:29][CH2:30][CH2:31][CH2:32][CH2:33]2)[CH2:34][CH2:35][CH2:36][CH2:37][CH2:38]1.[CH:39]1([N:40]([CH:41]2[CH2:42][CH2:43][CH2:44][CH2:45][CH2:46]2)[C:47]([NH2:48])=[O:49])[CH2:50][CH2:51][CH2:52][CH2:53][CH2:54]1.[Cl:1][c:2]1[n:3][n:4][c:5]([NH:8][NH2:9])[cH:6][cH:7]1.[Cl:55][CH2:56][Cl:57].[n:10]1[cH:11][cH:12][cH:13][c:14]2[cH:15][c:16]([CH2:20][C:21](=[O:22])[OH:23])[cH:17][cH:18][c:19]12>>[Cl:1][c:2]1[n:3][n:4][c:5]([NH:8][NH:9][C:21]([CH2:20][c:16]2[cH:15][c:14]3[cH:13][cH:12][cH:11][n:10][c:19]3[cH:18][cH:17]2)=[O:22])[cH:6][cH:7]1. Starting materials: OC1=C(C(=O)OC)C=CC(=C1)O (methyl 2,4-dihydroxybenzoate), [I-].[K+] (potassium iodide), C([O-])([O-])=O.[K+].[K+] (potassium carbonate), ClC1=CC=C(CCl)C=C1 (4-chlorobenzyl chloride). Reagents/catalysts: [Cl-].C(CCC)[N+](CCCC)(CCCC)CCCC (tetrabutylammonium chloride). Solvent: CC(=O)C (acetone). Yields the product OC1=C(C(=O)OC)C=CC(=C1)OCC1=CC=C(C=C1)Cl (methyl 2-hydroxy-4-(4-chlorobenzyloxy)benzoate). Yield: 45.2%. As a reaction SMILES: [OH:1][C:2]1[CH:11]=[C:10]([OH:12])[CH:9]=[CH:8][C:3]=1[C:4]([O:6][CH3:7])=[O:5].[I-].[K+].C(=O)([O-])[O-].[K+].[K+].[Cl:21][C:22]1[CH:29]=[CH:28][C:25]([CH2:26]Cl)=[CH:24][CH:23]=1>CC(C)=O.[Cl-].C([N+](CCCC)(CCCC)CCCC)CCC>[OH:1][C:2]1[CH:11]=[C:10]([O:12][CH2:26][C:25]2[CH:28]=[CH:29][C:22]([Cl:21])=[CH:23][CH:24]=2)[CH:9]=[CH:8][C:3]=1[C:4]([O:6][CH3:7])=[O:5] |f:1.2,3.4.5,8.9|. Reported procedure: A solution of methyl 2,4-dihydroxybenzoate (6.73 g) in acetone (250 mL) is treated with potassium iodide (2.66 g), tetrabutylammonium chloride (0.05 g), potassium carbonate (5.53 g), and 4-chlorobenzyl chloride (7.08 g), and stirred at reflux for 24 hours. The mixture is filtered, and the filtrate evaporated. The residue is taken up in ethyl acetate, washed with water, dried, and evaporated. The residue is recrystallized from ethyl acetate to yield methyl 2-hydroxy-4-(4-chlorobenzyloxy)benzoate ...